From a dataset of the Open Reaction Database (ORD), a public repository of structured organic reaction records. describe an organic reaction: reactants, conditions, products, and yield The reactants are C(#N)N(C(C(C)OC1=CC=C(C=C1)OCC1=CC=CC=C1)=O)CCCC (2-(4-benzyloxyphenoxy)propionic acid N-cyano-N-butylamide), [H][H] (hydrogen). The reagents and catalysts are [Pd] (palladium on carbon). The solvent is O1CCOCC1 (dioxan). Product: C(#N)N(C(C(C)OC1=CC=C(C=C1)O)=O)CCCC (2-(4-hydroxyphenoxy)propionic acid N-cyano-N-butylamide). Yield: 60.8%. Reaction SMILES: [C:1]([N:3]([CH2:23][CH2:24][CH2:25][CH3:26])[C:4](=[O:22])[CH:5]([O:7][C:8]1[CH:13]=[CH:12][C:11]([O:14]CC2C=CC=CC=2)=[CH:10][CH:9]=1)[CH3:6])#[N:2].[H][H]>O1CCOCC1.[Pd]>[C:1]([N:3]([CH2:23][CH2:24][CH2:25][CH3:26])[C:4](=[O:22])[CH:5]([O:7][C:8]1[CH:9]=[CH:10][C:11]([OH:14])=[CH:12][CH:13]=1)[CH3:6])#[N:2]. Procedure: 16.5 g (0.047 mole) of 2-(4-benzyloxyphenoxy)propionic acid N-cyano-N-butylamide, prepared according to Example b), are hydrogenated with hydrogen in 170 ml of dioxan, in the presence of 1.7 g of 5% palladium on carbon catalyst. The catalyst is then removed by filtration and the filtrate is concentrated by evaporation. The residue is chromatographed through silica gel eluted with ethyl acetate/hexane (1:3), affording 7.5 g (61% of theory) of 2-(4-hydroxyphenoxy)propionic acid N-cyano-N-butylamid... Reactants: NC[C@@H]1CN(CCO[C@H]1C1=CC(=C(C=C1)Cl)F)C(=O)OC(C)(C)C (tert-butyl (6R,7R)-6-(aminomethyl)-7-(4-chloro-3-fluorophenyl)-1,4-oxazepane-4-carboxylate), C1(=CC=CC=C1)S(=O)(=O)NCC(=O)O (N-(phenylsulfonyl)glycine). The product is Cl.ClC1=C(C=C(C=C1)[C@H]1[C@@H](CNCCO1)CNC(CNS(=O)(=O)C1=CC=CC=C1)=O)F (N-{[(6S,7R)-7-(4-chloro-3-fluorophenyl)-1,4-oxazepan-6-yl]methyl}-2-[(phenylsulfonyl)amino]acetamide monohydrochloride). Reaction SMILES: [NH2:1][CH2:2][C@H:3]1[C@H:9]([C:10]2[CH:15]=[CH:14][C:13]([Cl:16])=[C:12]([F:17])[CH:11]=2)[O:8][CH2:7][CH2:6][N:5](C(OC(C)(C)C)=O)[CH2:4]1.[C:25]1([S:31]([NH:34][CH2:35][C:36](O)=[O:37])(=[O:33])=[O:32])[CH:30]=[CH:29][CH:28]=[CH:27][CH:26]=1>>[ClH:16].[Cl:16][C:13]1[CH:14]=[CH:15][C:10]([C@@H:9]2[O:8][CH2:7][CH2:6][NH:5][CH2:4][C@H:3]2[CH2:2][NH:1][C:36](=[O:37])[CH2:35][NH:34][S:31]([C:25]2[CH:26]=[CH:27][CH:28]=[CH:29][CH:30]=2)(=[O:33])=[O:32])=[CH:11][C:12]=1[F:17] |f:2.3|. Procedure details: Using tert-butyl (6R,7R)-6-(aminomethyl)-7-(4-chloro-3-fluorophenyl)-1,4-oxazepane-4-carboxylate and N-(phenylsulfonyl)glycine, and by a method similar to that of Example 39, the title compound was obtained. Starting materials: N1CCC(CC1)N1C=NC2=C1C=C(C=C2)N (1-(Piperidin-4-yl)-1H-benzo[d]imidazol-6-amine), BrCC1=CC=C(C=C1)C(C(F)(F)F)(C(F)(F)F)O (2-(4-(bromomethyl)phenyl)-1,1,1,3,3,3-hexafluoropropan-2-ol), C([O-])([O-])=O.[K+].[K+] (potassium carbonate). Solvent: C(C)#N (acetonitrile). Yields the product NC=1C=CC2=C(N(C=N2)C2CCN(CC2)CC2=CC=C(C=C2)C(C(F)(F)F)(C(F)(F)F)O)C1 (2-(4-((4-(6-Amino-1H-benzo[d]imidazol-1-yl)piperidin-1-yl)methyl)phenyl)-1,1,1,3,3,3-hexafluoropropan-2-ol). Yield: 35.9%. As a reaction SMILES: [NH:1]1[CH2:6][CH2:5][CH:4]([N:7]2[C:11]3[CH:12]=[C:13]([NH2:16])[CH:14]=[CH:15][C:10]=3[N:9]=[CH:8]2)[CH2:3][CH2:2]1.Br[CH2:18][C:19]1[CH:24]=[CH:23][C:22]([C:25]([OH:34])([C:30]([F:33])([F:32])[F:31])[C:26]([F:29])([F:28])[F:27])=[CH:21][CH:20]=1.C(=O)([O-])[O-].[K+].[K+]>C(#N)C>[NH2:16][C:13]1[CH:14]=[CH:15][C:10]2[N:9]=[CH:8][N:7]([CH:4]3[CH2:3][CH2:2][N:1]([CH2:18][C:19]4[CH:20]=[CH:21][C:22]([C:25]([OH:34])([C:26]([F:27])([F:28])[F:29])[C:30]([F:31])([F:32])[F:33])=[CH:23][CH:24]=4)[CH2:6][CH2:5]3)[C:11]=2[CH:12]=1 |f:2.3.4|. Reported procedure: 1-(Piperidin-4-yl)-1H-benzo[d]imidazol-6-amine (4.62 mmol, 1 g), 2-(4-(bromomethyl)phenyl)-1,1,1,3,3,3-hexafluoropropan-2-ol (4.62 mmol, 1.558 g) and potassium carbonate (9.25 mmol, 1.278 g) were combined and stirred in acetonitrile (25 mL) at room temperature for 3 days. The reaction mixture was concentrated at reduced pressure, taken up in dichloromethane, washed with water and concentrated under vacuum. The resulting residue was purified by silica chromatography (eluting with a solvent gradie... Starting materials: FC1=CC2=C(C(=NO2)C2CCN(CC2)CCN2C(N(CC2)C2=CC=CC=C2)=O)C=C1 (1-{2-[4-(6-Fluoro-1,2-benzisoxazol-3-yl)piperid-1-yl]ethyl}-3-phenylimidazolidin-2-one), COC1=CC=C(C=C1)N=C=O (4-methoxyphenyl isocyanate). The product is FC1=CC2=C(C(=NO2)C2CCN(CC2)CCN2C(N(CC2)C2=CC=C(C=C2)OC)=O)C=C1 (1-{2-[4-(6-Fluoro-1,2-benzisoxazol-3-yl)piperid-1-yl]ethyl}-3-(4-methoxyphenyl)imidazolidin-2-one). As a reaction SMILES: [F:1][C:2]1[CH:30]=[CH:29][C:5]2[C:6]([CH:9]3[CH2:14][CH2:13][N:12]([CH2:15][CH2:16][N:17]4[CH2:21][CH2:20][N:19]([C:22]5[CH:27]=[CH:26][CH:25]=[CH:24][CH:23]=5)[C:18]4=[O:28])[CH2:11][CH2:10]3)=[N:7][O:8][C:4]=2[CH:3]=1.[CH3:31][O:32]C1C=CC(N=C=O)=CC=1>>[F:1][C:2]1[CH:30]=[CH:29][C:5]2[C:6]([CH:9]3[CH2:14][CH2:13][N:12]([CH2:15][CH2:16][N:17]4[CH2:21][CH2:20][N:19]([C:22]5[CH:27]=[CH:26][C:25]([O:32][CH3:31])=[CH:24][CH:23]=5)[C:18]4=[O:28])[CH2:11][CH2:10]3)=[N:7][O:8][C:4]=2[CH:3]=1. Procedure details: This product is obtained in the same manner as the compound of Example 5, but with replacement of the phenyl isocyanate by 4-methoxyphenyl isocyanate in Step 1 of the synthesis. The expected product melts at 154°-157° C. Reactants: CC1=CC=C(CC2CCNCC2)C=C1 (4-(4-methylbenzyl)-piperidine), C(C)O (ethanol), BrC(C(=O)C1=CC=C(C=C1)O)C (2-bromo-4'-hydroxypropiophenone), C([O-])([O-])=O.[Na+].[Na+] (sodium carbonate). The solvent is C1(=CC=CC=C1)C (toluene), O (water). The product is CC1=CC=C(CC2CCN(CC2)C(C(=O)C2=CC=C(C=C2)O)C)C=C1 (2-[4-(4-Methylbenzyl)-piperidino]-4'-hydroxypropiophenone). As a reaction SMILES: [CH3:1][C:2]1[CH:14]=[CH:13][C:5]([CH2:6][CH:7]2[CH2:12][CH2:11][NH:10][CH2:9][CH2:8]2)=[CH:4][CH:3]=1.C(O)C.Br[CH:19]([CH3:29])[C:20]([C:22]1[CH:27]=[CH:26][C:25]([OH:28])=[CH:24][CH:23]=1)=[O:21].C(=O)([O-])[O-].[Na+].[Na+]>C1(C)C=CC=CC=1.O>[CH3:1][C:2]1[CH:3]=[CH:4][C:5]([CH2:6][CH:7]2[CH2:12][CH2:11][N:10]([CH:19]([CH3:29])[C:20]([C:22]3[CH:27]=[CH:26][C:25]([OH:28])=[CH:24][CH:23]=3)=[O:21])[CH2:9][CH2:8]2)=[CH:13][CH:14]=1 |f:3.4.5|. Procedure details: 7.57 g (0.04 mol) of 4-(4-methylbenzyl)-piperidine are introduced into 35 ml of ethanol, 9.15 g (0.04 mol) of 2-bromo-4'-hydroxypropiophenone and then 4.24 g (0.04 mol) of sodium carbonate are added and the mixture is heated under reflux for 2 hours. It is then cooled with an ice bath and 200 ml of iced water and 100 ml of toluene are added. The mixture is stirred and left to separate and the organic phase is separated off. The aqueous phase is extracted three times with 100 ml of toluene. The o... Starting materials: B(Br)(Br)Br (boron tribromide), ClC1=C(C2=C(CCN(CC2)C(C(F)(F)F)=O)C=C1)C1=C(C=CC=C1)OC (7-chloro-6-(2-methoxyphenyl)-3-(2,2,2-trifluoroacetyl)-2,3,4,5-tetrahydro-1H-benzo[d]azepine). Solvent: ClCCl (dichloromethane), ClCCl (dichloromethane). Conditions: time 6 hour. The product is ClC1=C(C2=C(CCN(CC2)C(C(F)(F)F)=O)C=C1)C1=C(C=CC=C1)O (7-Chloro-6-(2-hydroxyphenyl)-3-(2,2,2-trifluoroacetyl)-2,3,4,5-tetrahydro-1H-benzo[d]azepine). Isolated yield 98.8%. Reaction SMILES: B(Br)(Br)Br.[Cl:5][C:6]1[CH:22]=[CH:21][C:9]2[CH2:10][CH2:11][N:12]([C:15](=[O:20])[C:16]([F:19])([F:18])[F:17])[CH2:13][CH2:14][C:8]=2[C:7]=1[C:23]1[CH:28]=[CH:27][CH:26]=[CH:25][C:24]=1[O:29]C>ClCCl>[Cl:5][C:6]1[CH:22]=[CH:21][C:9]2[CH2:10][CH2:11][N:12]([C:15](=[O:20])[C:16]([F:19])([F:18])[F:17])[CH2:13][CH2:14][C:8]=2[C:7]=1[C:23]1[CH:28]=[CH:27][CH:26]=[CH:25][C:24]=1[OH:29]. Reported procedure: Cool boron tribromide (3.5 mL, 1M solution in dichloromethane) in dichloromethane at 0° C. and add dropwise a solution of 7-chloro-6-(2-methoxyphenyl)-3-(2,2,2-trifluoroacetyl)-2,3,4,5-tetrahydro-1H-benzo[d]azepine (840 mg, 2.19 mmol) in dichloromethane (5 mL). Stir at room temperature for 6 h. Partition between iced water and EtOAc. Dry the organic layer over Na2SO4, filter and concentrate in vacuo to obtain the desired intermediate as a white solid (800 mg, 99%). Starting materials: CC1(c2ccc3c(Br)c(O)ccc3c2)COC(=O)N1, CC(C)(C)C1CCC(O)CC1, C1CCOC1, CC(C)OC(=O)N=NC(=O)OC(C)C, c1ccc(P(c2ccccc2)c2ccccc2)cc1. The product is CC1(c2ccc3c(Br)c(OC4CCC(C(C)(C)C)CC4)ccc3c2)COC(=O)N1. RXN SMILES: [Br:1][c:2]1[c:3]2[cH:4][cH:5][c:6]([C:13]3([CH3:19])[NH:14][C:15](=[O:18])[O:16][CH2:17]3)[cH:7][c:8]2[cH:9][cH:10][c:11]1[OH:12].[C:25]([CH3:26])([CH3:27])([CH3:28])[CH:29]1[CH2:30][CH2:31][CH:32]([OH:35])[CH2:33][CH2:34]1.[O:20]1[CH2:21][CH2:22][CH2:23][CH2:24]1.[O:55]=[C:56]([O:57][CH:58]([CH3:59])[CH3:60])[N:61]=[N:62][C:63]([O:64][CH:65]([CH3:66])[CH3:67])=[O:68].[c:36]1([P:37]([c:38]2[cH:39][cH:40][cH:41][cH:42][cH:43]2)[c:44]2[cH:45][cH:46][cH:47][cH:48][cH:49]2)[cH:50][cH:51][cH:52][cH:53][cH:54]1>>[Br:1][c:2]1[c:3]2[cH:4][cH:5][c:6]([C:13]3([CH3:19])[NH:14][C:15](=[O:18])[O:16][CH2:17]3)[cH:7][c:8]2[cH:9][cH:10][c:11]1[O:12][CH:32]1[CH2:31][CH2:30][CH:29]([C:25]([CH3:26])([CH3:27])[CH3:28])[CH2:34][CH2:33]1. RXN SMILES: [Br:1][c:2]1[cH:3][c:4]([C:15](=[O:16])[O:17][CH3:18])[c:5]2[c:6]([Cl:14])[cH:7][n:8]([CH:11]([CH3:12])[CH3:13])[c:9]2[cH:10]1.[CH2:21]1[O:22][CH2:23][CH2:24][CH2:25]1.[CH3:26][OH:27].[Na+:20].[OH-:19]>>[Br:1][c:2]1[cH:3][c:4]([C:15](=[O:16])[OH:17])[c:5]2[c:6]([Cl:14])[cH:7][n:8]([CH:11]([CH3:12])[CH3:13])[c:9]2[cH:10]1. Yields the product CC(C)n1cc(Cl)c2c(C(=O)O)cc(Br)cc21. Reactants: COC(=O)c1cc(Br)cc2c1c(Cl)cn2C(C)C, C1CCOC1, CO, [Na+], [OH-].